Dataset: the Open Reaction Database (ORD), a public repository of structured organic reaction records. Task: describe an organic reaction: reactants, conditions, products, and yield The reactants are CC(=O)[O-], CC(=O)[O-], CCN=C=O, CCCC[Sn+2]CCCC, C1CCOC1, Cc1ncc(-c2cc(-c3cccnc3)cc3nc(N)nn23)o1, Cc1ccccc1. Product: CCNC(=O)Nc1nc2cc(-c3cccnc3)cc(-c3cnc(C)o3)n2n1. RXN SMILES: [C:28]([O-:29])(=[O:30])[CH3:31].[C:32]([O-:33])(=[O:34])[CH3:35].[CH2:23]([CH3:24])[N:25]=[C:26]=[O:27].[CH2:36]([Sn+2:37][CH2:38][CH2:39][CH2:40][CH3:41])[CH2:42][CH2:43][CH3:44].[CH2:45]1[O:46][CH2:47][CH2:48][CH2:49]1.[CH3:1][c:2]1[o:3][c:4](-[c:7]2[cH:8][c:9](-[c:17]3[cH:18][n:19][cH:20][cH:21][cH:22]3)[cH:10][c:11]3[n:12]2[n:13][c:14]([NH2:16])[n:15]3)[cH:5][n:6]1.[CH3:50][c:51]1[cH:52][cH:53][cH:54][cH:55][cH:56]1>>[CH3:1][c:2]1[o:3][c:4](-[c:7]2[cH:8][c:9](-[c:17]3[cH:18][n:19][cH:20][cH:21][cH:22]3)[cH:10][c:11]3[n:12]2[n:13][c:14]([NH:16][C:26]([NH:25][CH2:23][CH3:24])=[O:27])[n:15]3)[cH:5][n:6]1. Starting materials: O=C([O-])Cc1ccccc1Nc1c(Cl)cccc1Cl, CC(C)(C)NCc1cc(C(=O)OCCCl)cc(Br)c1N, [Na+]. The product is CC(C)(C)NCc1cc(C(=O)OCCOC(=O)Cc2ccccc2Nc2c(Cl)cccc2Cl)cc(Br)c1N. RXN SMILES: [Cl:21][c:22]1[c:23]([NH:29][c:30]2[c:31]([CH2:36][C:37](=[O:38])[O-:39])[cH:32][cH:33][cH:34][cH:35]2)[c:24]([Cl:28])[cH:25][cH:26][cH:27]1.[NH2:1][c:2]1[c:3]([Br:20])[cH:4][c:5]([C:6](=[O:7])[O:8][CH2:9][CH2:10][Cl:11])[cH:12][c:13]1[CH2:14][NH:15][C:16]([CH3:17])([CH3:18])[CH3:19].[Na+:40]>>[NH2:1][c:2]1[c:3]([Br:20])[cH:4][c:5]([C:6](=[O:7])[O:8][CH2:9][CH2:10][O:39][C:37]([CH2:36][c:31]2[c:30]([NH:29][c:23]3[c:22]([Cl:21])[cH:27][cH:26][cH:25][c:24]3[Cl:28])[cH:35][cH:34][cH:33][cH:32]2)=[O:38])[cH:12][c:13]1[CH2:14][NH:15][C:16]([CH3:17])([CH3:18])[CH3:19]. Starting materials: C([C@@H](O)C)(=O)OCC (ethyl L-(+)-lactate), N1=CC=CC=C1 (pyridine), CS(=O)(=O)Cl (methanesulfonyl chloride). Run in O (water). Reaction conditions: time 1 hour. Product: CS(=O)(=O)OC(C(=O)OCC)C (ethyl (-)-2-methanesulfonyloxypropionate). The yield is 80.4%. RXN SMILES: [C:1]([O:6][CH2:7][CH3:8])(=[O:5])[C@H:2]([CH3:4])[OH:3].N1C=CC=CC=1.[CH3:15][S:16](Cl)(=[O:18])=[O:17]>O>[CH3:15][S:16]([O:3][CH:2]([CH3:4])[C:1]([O:6][CH2:7][CH3:8])=[O:5])(=[O:18])=[O:17]. Procedure details: 24.11 G (0.2041 mol) of ethyl L-(+)-lactate and 50 ml of anydrous pyridine were stirred in an ice bath. 17.0 Ml (25.2 g, 0.220 mol) of methanesulfonyl chloride was added dropwise over a period of 20 minutes, and the mixture was stirred for 1 hour at the same temperature and for 1 hour at room temperature. 200 Ml of water was added, and extraction was performed with methylene chloride (50 ml, 3 times). The extract was washed with water (50 ml), then dried with anhydrous magnesium sulfate, and vac... Reactants: BrCCO (2-Bromoethanol), BrC1=CC(=C(C=C1)O)C(F)(F)F (4-bromo-2-(trifluoro-methyl)phenol), C([O-])([O-])=O.[K+].[K+] (potassium carbonate). Run in C(C)#N (Acetonitrile), C(C)(=O)OCC (ethyl acetate), O (water), [OH-].[Na+] (sodium hydroxide). Yields the product BrC1=CC(=C(OCCO)C=C1)C(F)(F)F (2-(4-bromo-2-(trifluoromethyl)phenoxy)ethanol). The yield is 80.3%. RXN SMILES: Br[CH2:2][CH2:3][OH:4].[Br:5][C:6]1[CH:11]=[CH:10][C:9]([OH:12])=[C:8]([C:13]([F:16])([F:15])[F:14])[CH:7]=1.C(=O)([O-])[O-].[K+].[K+]>C(#N)C.C(OCC)(=O)C.O.[OH-].[Na+]>[Br:5][C:6]1[CH:11]=[CH:10][C:9]([O:12][CH2:2][CH2:3][OH:4])=[C:8]([C:13]([F:14])([F:15])[F:16])[CH:7]=1 |f:2.3.4,8.9|. Reported procedure: 2-Bromoethanol (10.37 g) was added to a mixture of 4-bromo-2-(trifluoro-methyl)phenol (20 g) and potassium carbonate (22.94 g) in Acetonitrile (150 ml). The above reaction mixture was refluxed overnight, then diluted with ethyl acetate (500 ml), water (300 ml) the 0.5M sodium hydroxide (300 ml). Organic layer was separated and dried over magnesium sulphate, solvent removed under reduced pressure to give white solid (19 g), NMR consistent with product. 1H NMR (CDCl3) δ: 7.69 (d, 1H), 7.58 (dd, 1H...